This data is from the Open Reaction Database (ORD), a public repository of structured organic reaction records. The task is: describe an organic reaction: reactants, conditions, products, and yield Reactants: BrCCCCOC1=CC=C(C=C1)O (4-(4-bromobutoxy)phenol), C(C)NC1=CC=CC=C1 (N-ethylaniline), C(C)(C)N(CC)C(C)C (diisopropylethylamine). The solvent is C(C)#N (acetonitrile). Conditions: temperature 60 celsius, time 12 hour. Product: C(C)N(CCCCOC1=CC=C(C=C1)O)C1=CC=CC=C1 (4-(4-(ethyl(phenyl)amino)butoxy)phenol). Isolated yield 6.9%. RXN SMILES: Br[CH2:2][CH2:3][CH2:4][CH2:5][O:6][C:7]1[CH:12]=[CH:11][C:10]([OH:13])=[CH:9][CH:8]=1.[CH2:14]([NH:16][C:17]1[CH:22]=[CH:21][CH:20]=[CH:19][CH:18]=1)[CH3:15].C(N(C(C)C)CC)(C)C>C(#N)C>[CH2:14]([N:16]([C:17]1[CH:22]=[CH:21][CH:20]=[CH:19][CH:18]=1)[CH2:2][CH2:3][CH2:4][CH2:5][O:6][C:7]1[CH:12]=[CH:11][C:10]([OH:13])=[CH:9][CH:8]=1)[CH3:15]. Reported procedure: To a solution of compound 12a (250 mg, 1.02 mmol) and N-ethylaniline (0.24 mL, 2.04 mmol) in acetonitrile (5.0 mL), diisopropylethylamine (0.42 mL, 3.05 mmol) was added dropwise. After the addition was complete, the reaction was stirred at 60° C. for 12 hours. The reaction mixture was concentrated and purified by column chromatography to isolate the compound 12 as a colorless oil (20 mg, 0.07 mmol, 12% yield). MS (ESI, positive) m/z calcd. for C18H24NO2 [M+H]+: 286.18, found: 286.18. 1H NMR (400... Reactants: N#Cc1ccc2c(c1)-c1sc(C(=O)O)cc1CCO2, O=C([O-])[O-], CC#N, O=C(Cl)C(=O)Cl, CNc1ccccc1Cl, ClCCl, [K+], [K+], CN(C)C=O. Product: CN(C(=O)c1cc2c(s1)-c1cc(C#N)ccc1OCC2)c1ccccc1Cl. Reaction SMILES: [C:1](#[N:2])[c:3]1[cH:4][cH:5][c:6]2[c:7]([cH:19]1)-[c:8]1[s:9][c:10]([C:16](=[O:17])[OH:18])[cH:11][c:12]1[CH2:13][CH2:14][O:15]2.[C:35](=[O:36])([O-:37])[O-:38].[CH3:44][C:45]#[N:46].[Cl:20][C:21]([C:22]([Cl:23])=[O:24])=[O:25].[Cl:26][c:27]1[c:28]([NH:29][CH3:30])[cH:31][cH:32][cH:33][cH:34]1.[Cl:41][CH2:42][Cl:43].[K+:39].[K+:40].[O:47]=[CH:48][N:49]([CH3:50])[CH3:51]>>[C:1](#[N:2])[c:3]1[cH:4][cH:5][c:6]2[c:7]([cH:19]1)-[c:8]1[s:9][c:10]([C:16](=[O:18])[N:29]([c:28]3[c:27]([Cl:26])[cH:34][cH:33][cH:32][cH:31]3)[CH3:30])[cH:11][c:12]1[CH2:13][CH2:14][O:15]2.